describe an organic reaction: reactants, conditions, products, and yield From a dataset of the Open Reaction Database (ORD), a public repository of structured organic reaction records. Reactants: CCOC(C)=O, C(=NC1CCCCC1)=NC1CCCCC1, c1ccc2c(c1)Nc1ccccc1S2, O=C(O)CCn1ccnc1. Yields the product O=C(CCn1ccnc1)N1c2ccccc2Sc2ccccc21. Reaction SMILES: [CH3:40][CH2:41][O:42][C:43](=[O:44])[CH3:45].[CH:25]1([N:26]=[C:27]=[N:28][CH:29]2[CH2:30][CH2:31][CH2:32][CH2:33][CH2:34]2)[CH2:35][CH2:36][CH2:37][CH2:38][CH2:39]1.[cH:1]1[cH:2][cH:3][cH:4][c:5]2[c:14]1[NH:13][c:12]1[c:7]([cH:8][cH:9][cH:10][cH:11]1)[S:6]2.[n:15]1([CH2:20][CH2:21][C:22](=[O:23])[OH:24])[cH:16][n:17][cH:18][cH:19]1>>[cH:1]1[cH:2][cH:3][cH:4][c:5]2[c:14]1[N:13]([C:22]([CH2:21][CH2:20][n:15]1[cH:16][n:17][cH:18][cH:19]1)=[O:23])[c:12]1[c:7]([cH:8][cH:9][cH:10][cH:11]1)[S:6]2. Reactants: COC=1C=CC2=C(CC(N(CC2)CCCCl)=O)C1 (1-(8-methoxy-1,3,4,5-tetrahydro-2H-3-benzazepin-2-on-3-yl)3chloro-propane), [N+](=O)(O)[O-] (nitric acid), C([O-])([O-])=O.[K+].[K+] (potassium carbonate). The product is [N+](=O)([O-])C1=CC2=C(CC(N(CC2)CCCCl)=O)C=C1OC (1-(7-Nitro-8-methoxy-1,3,4,5-tetrahydro-2H-3-benzazepin-2-on-3-yl)-3-chloro-propane). RXN SMILES: [CH3:1][O:2][C:3]1[CH:4]=[CH:5][C:6]2[CH2:12][CH2:11][N:10]([CH2:13][CH2:14][CH2:15][Cl:16])[C:9](=[O:17])[CH2:8][C:7]=2[CH:18]=1.C(=O)([O-])[O-].[K+].[K+].[N+:25]([O-])([OH:27])=[O:26]>>[N+:25]([C:4]1[C:3]([O:2][CH3:1])=[CH:18][C:7]2[CH2:8][C:9](=[O:17])[N:10]([CH2:13][CH2:14][CH2:15][Cl:16])[CH2:11][CH2:12][C:6]=2[CH:5]=1)([O-:27])=[O:26] |f:1.2.3|. Procedure details: Here, 1-(8-methoxy-1,3,4,5-tetrahydro-2H-3-benzazepin-2-on-3-yl)3chloro-propane (28.5 g, 0.016 mol) is stirred into concentrated nitric acid (350 ml) for half an hour at 20°-25° C. The solution is poured onto ice water, neutralized with potassium carbonate and extracted twice with methylene chloride. The extract is dried over magnesium sulphate, concentrated by evaporation in vacuo and the residue is purified over a silica gel column with ethyl acetate as eluant. Starting materials: [K].C(C1=CC=CC=C1)OC1=C(C=CC(=C1)CC(C(CC)=O)C)N1CC(NS1(=O)=O)=O (5-[2-benzyloxy-4-(2-methyl-3-oxo-pentyl)-phenyl]-1,1-dioxo-1,2,5-thiadiazolidin-3-one potassium salt). Reagents/catalysts: [Pd] (Pd/C). The solvent is CCO.O (EtOH water). Conditions: time 30 minute. Yields the product OC1=C(C=CC(=C1)CC(C(CC)=O)C)N1CC(NS1(=O)=O)=O (5-[2-Hydroxy-4-(2-methyl-3-oxopentyl)-phenyl]-1,1-dioxo-1,2,5-thiadiazolidin-3-one). RXN SMILES: [K].C([O:9][C:10]1[CH:15]=[C:14]([CH2:16][CH:17]([CH3:22])[C:18](=[O:21])[CH2:19][CH3:20])[CH:13]=[CH:12][C:11]=1[N:23]1[S:27](=[O:29])(=[O:28])[NH:26][C:25](=[O:30])[CH2:24]1)C1C=CC=CC=1>CCO.O.[Pd]>[OH:9][C:10]1[CH:15]=[C:14]([CH2:16][CH:17]([CH3:22])[C:18](=[O:21])[CH2:19][CH3:20])[CH:13]=[CH:12][C:11]=1[N:23]1[S:27](=[O:29])(=[O:28])[NH:26][C:25](=[O:30])[CH2:24]1 |f:0.1,2.3,^1:0|. Procedure: To a solution of 5-[2-benzyloxy-4-(2-methyl-3-oxo-pentyl)-phenyl]-1,1-dioxo-1,2,5-thiadiazolidin-3-one potassium salt in 5 mL of EtOH/water (1:1)) is added 20 mg of Degussa Pd/C and the resulting mixture is hydrogenated at 1 atm for 30 min. The catalyst is filtered through Celite and the solvent is removed under reduced pressure. The residue is purified by preparative HPLC to give the title compound: 1H NMR (Acetonitrile-d3) δ 7.30 (d, J=8.0 Hz, 1H), 6.79 (m, 1H), 6.75 (dd, J=8.0, 2.0 Hz, 1H), 4... Starting materials: COC1=CC=C(CN2N=CC(=C2)C=2C=C3N(N2)C=CN3C=3C=C(C=CC3C)NC(C3=CC(=CC(=C3)S(F)(F)(F)(F)F)N3CCN(CC3)C)=O)C=C1 (N-(3-{6-[1-(4-Methoxybenzyl)-1H-pyrazol-4-yl]-1H-imidazo[1,2-b]pyrazol-1-yl}-4-methylphenyl)-3-(4-methylpiperazin-1-yl)-5-(pentafluoro-λ6-sulphanyl)benzamide). Solvent: FC(C(=O)O)(F)F (trifluoroacetic acid). Product: CN1CCN(CC1)C=1C=C(C(=O)NC2=CC(=C(C=C2)C)N2C=CN3N=C(C=C32)C=3C=NNC3)C=C(C1)S(F)(F)(F)(F)F (3-(4-Methylpiperazin-1-yl)-N-{4-methyl-3-[6-(1H-pyrazol-4-yl)-1H-imidazo[1,2-b]pyrazol-1-yl]-phenyl}-5-(pentafluoro-λ6-sulphanyl)benzamide). Reaction SMILES: COC1C=CC(C[N:8]2[CH:12]=[C:11]([C:13]3[CH:14]=[C:15]4[N:20]([C:21]5[CH:22]=[C:23]([NH:28][C:29](=[O:49])[C:30]6[CH:35]=[C:34]([S:36]([F:41])([F:40])([F:39])([F:38])[F:37])[CH:33]=[C:32]([N:42]7[CH2:47][CH2:46][N:45]([CH3:48])[CH2:44][CH2:43]7)[CH:31]=6)[CH:24]=[CH:25][C:26]=5[CH3:27])[CH:19]=[CH:18][N:16]4[N:17]=3)[CH:10]=[N:9]2)=CC=1>FC(F)(F)C(O)=O>[CH3:48][N:45]1[CH2:46][CH2:47][N:42]([C:32]2[CH:31]=[C:30]([CH:35]=[C:34]([S:36]([F:41])([F:38])([F:37])([F:39])[F:40])[CH:33]=2)[C:29]([NH:28][C:23]2[CH:24]=[CH:25][C:26]([CH3:27])=[C:21]([N:20]3[C:15]4[N:16]([N:17]=[C:13]([C:11]5[CH:10]=[N:9][NH:8][CH:12]=5)[CH:14]=4)[CH:18]=[CH:19]3)[CH:22]=2)=[O:49])[CH2:43][CH2:44]1. Procedure details: At 80° C., 90 mg (0.12 mmol) of the compound of Example 48A were stirred in 0.61 ml of trifluoroacetic acid for 3 h. The reaction was then concentrated and the residue was purified by preparative HPLC (Method 18). The product fractions were concentrated, and the residue was dissolved in ethyl acetate and washed successively with saturated potassium carbonate solution and saturated sodium chloride solution. The organic phase was dried over sodium sulphate, filtered and concentrated under reduced ... The reactants are O=[N+]([O-])c1ccc2c(c1)C(c1ccccc1Cl)=NCc1nnc(CO)n1-2, O, O=C(Cc1ccccc1)OC(=O)Cc1ccccc1. Product: O=[N+]([O-])c1ccc2c(c1)C(c1ccccc1Cl)=NCc1nnc(CO)n1-2, O=C(O)Cc1ccccc1. As a reaction SMILES: [N+:1](=[O:2])([O-:3])[c:4]1[cH:5][cH:6][c:7]2[c:8]([cH:26]1)[C:9]([c:19]1[c:20]([Cl:25])[cH:21][cH:22][cH:23][cH:24]1)=[N:10][CH2:11][c:12]1[n:13]-2[c:14]([CH2:17][OH:18])[n:15][n:16]1.[OH2:46].[c:27]1([CH2:33][C:34](=[O:35])[O:36][C:37](=[O:38])[CH2:39][c:40]2[cH:41][cH:42][cH:43][cH:44][cH:45]2)[cH:28][cH:29][cH:30][cH:31][cH:32]1>>[N+:1](=[O:2])([O-:3])[c:4]1[cH:5][cH:6][c:7]2[c:8]([cH:26]1)[C:9]([c:19]1[c:20]([Cl:25])[cH:21][cH:22][cH:23][cH:24]1)=[N:10][CH2:11][c:12]1[n:13]-2[c:14]([CH2:17][OH:18])[n:15][n:16]1.[c:27]1([CH2:33][C:34](=[O:35])[OH:36])[cH:28][cH:29][cH:30][cH:31][cH:32]1. Starting materials: O=C1CCC(=O)N1Br, ClCCl, N#Cc1cc(CO)cc(C(F)(F)F)c1, c1ccc(P(c2ccccc2)c2ccccc2)cc1. Yields the product N#Cc1cc(CBr)cc(C(F)(F)F)c1. Reaction SMILES: [Br:34][N:35]1[C:36](=[O:37])[CH2:38][CH2:39][C:40]1=[O:41].[CH2:42]([Cl:43])[Cl:44].[OH:1][CH2:2][c:3]1[cH:4][c:5]([C:6]#[N:7])[cH:8][c:9]([C:11]([F:12])([F:13])[F:14])[cH:10]1.[c:15]1([P:16]([c:17]2[cH:18][cH:19][cH:20][cH:21][cH:22]2)[c:23]2[cH:24][cH:25][cH:26][cH:27][cH:28]2)[cH:29][cH:30][cH:31][cH:32][cH:33]1>>[CH2:2]([c:3]1[cH:4][c:5]([C:6]#[N:7])[cH:8][c:9]([C:11]([F:12])([F:13])[F:14])[cH:10]1)[Br:34]. The reactants are [N+](=O)([O-])C1=C(N)C=CC=C1 (o-Nitroaniline), C(C)OC(C(C(C)=O)CC(C1=CC=CC=C1)=O)=O (3-oxo-2-(2-oxo-2-phenyl-ethyl)-butyric acid ethyl ester), CC1=CC=C(C=C1)S(=O)(=O)O (tosic acid). The solvent is C(C)O (ethanol). The product is C(C)OC(=O)C1=C(N(C(=C1)C1=CC=CC=C1)C1=C(C=CC=C1)[N+](=O)[O-])C (2-Methyl-1-(2-nitrophenyl)-5-phenyl-1H-pyrrole-3-carboxylic Acid Ethyl Ester). As a reaction SMILES: [N+:1]([C:4]1[CH:10]=[CH:9][CH:8]=[CH:7][C:5]=1[NH2:6])([O-:3])=[O:2].[CH2:11]([O:13][C:14](=[O:28])[CH:15]([CH2:19][C:20](=O)[C:21]1[CH:26]=[CH:25][CH:24]=[CH:23][CH:22]=1)[C:16](=O)[CH3:17])[CH3:12].CC1C=CC(S(O)(=O)=O)=CC=1>C(O)C>[CH2:11]([O:13][C:14]([C:15]1[CH:19]=[C:20]([C:21]2[CH:22]=[CH:23][CH:24]=[CH:25][CH:26]=2)[N:6]([C:5]2[CH:7]=[CH:8][CH:9]=[CH:10][C:4]=2[N+:1]([O-:3])=[O:2])[C:16]=1[CH3:17])=[O:28])[CH3:12]. Procedure: o-Nitroaniline (15 mmol, 2.1 g), 3-oxo-2-(2-oxo-2-phenyl-ethyl)-butyric acid ethyl ester (15 mmol, 3.7 g), and tosic acid (0.1 g) were combined in ethanol, then heated under reflux. The resulting oil was purified over three silica gel columns to yield the named product, 1H-NMR (CDCl3, ppm): 1.36 t (3H), 2.36 s (3H), 4.31 q (2H), 6.80 s (1H), 7.03-7.66 bm (6H), 7.68 dt (2H), 7.97 dd (1H).